This data is from the Open Reaction Database (ORD), a public repository of structured organic reaction records. The task is: describe an organic reaction: reactants, conditions, products, and yield The reactants are COC(=O)C(Cc1ccc(O)cc1)NC(=O)OC(C)(C)C, BrCC1CCCCC1, [K+], [K+], O=C([O-])[O-], CN(C)C=O. Product: COC(=O)C(Cc1ccc(OCC2CCCCC2)cc1)NC(=O)OC(C)(C)C. As a reaction SMILES: [CH3:1][O:2][C:3]([CH:4]([NH:5][C:6](=[O:7])[O:8][C:9]([CH3:10])([CH3:11])[CH3:12])[CH2:13][c:14]1[cH:15][cH:16][c:17]([OH:20])[cH:18][cH:19]1)=[O:21].[CH:28]1([CH2:34][Br:35])[CH2:29][CH2:30][CH2:31][CH2:32][CH2:33]1.[K+:22].[K+:23].[O-:24][C:25]([O-:26])=[O:27].[O:36]=[CH:37][N:38]([CH3:39])[CH3:40]>>[CH3:1][O:2][C:3]([CH:4]([NH:5][C:6](=[O:7])[O:8][C:9]([CH3:10])([CH3:11])[CH3:12])[CH2:13][c:14]1[cH:15][cH:16][c:17]([O:20][CH2:34][CH:28]2[CH2:29][CH2:30][CH2:31][CH2:32][CH2:33]2)[cH:18][cH:19]1)=[O:21]. Product: CCOC(=O)C1CCCCN1CCOc1cccc(Oc2ccc(CN(Cc3ccccc3)c3cccc(NS(C)(=O)=O)c3C)cc2)c1. The reactants are Cc1c(NS(C)(=O)=O)cccc1N(Cc1ccccc1)Cc1ccc(Oc2cccc(OCCOS(C)(=O)=O)c2)cc1, CCOC(C)=O, CCOC(=O)C1CCCCN1, CN(C)C=O. Reaction SMILES: [CH3:1][S:2]([O:3][CH2:6][CH2:7][O:8][c:9]1[cH:10][c:11]([O:15][c:16]2[cH:17][cH:18][c:19]([CH2:22][N:23]([c:24]3[c:25]([CH3:35])[c:26]([NH:30][S:31](=[O:32])(=[O:33])[CH3:34])[cH:27][cH:28][cH:29]3)[CH2:36][c:37]3[cH:38][cH:39][cH:40][cH:41][cH:42]3)[cH:20][cH:21]2)[cH:12][cH:13][cH:14]1)(=[O:4])=[O:5].[CH3:59][CH2:60][O:61][C:62](=[O:63])[CH3:64].[NH:43]1[CH:44]([C:45](=[O:46])[O:47][CH2:48][CH3:49])[CH2:50][CH2:51][CH2:52][CH2:53]1.[O:54]=[CH:55][N:56]([CH3:57])[CH3:58]>>[CH2:6]([CH2:7][O:8][c:9]1[cH:10][c:11]([O:15][c:16]2[cH:17][cH:18][c:19]([CH2:22][N:23]([c:24]3[c:25]([CH3:35])[c:26]([NH:30][S:31](=[O:32])(=[O:33])[CH3:34])[cH:27][cH:28][cH:29]3)[CH2:36][c:37]3[cH:38][cH:39][cH:40][cH:41][cH:42]3)[cH:20][cH:21]2)[cH:12][cH:13][cH:14]1)[N:43]1[CH:44]([C:45](=[O:46])[O:47][CH2:48][CH3:49])[CH2:50][CH2:51][CH2:52][CH2:53]1. Reactants: Cl (hydrochloric acid), COC1=C(C(=C(C2=C1CCC(CC2)CCOC2=CC=C(C(=O)OCC)C=C2)OC)OC)OC (ethyl 4-[2-(1,2,3,4-tetramethoxy-6,7,8,9-tetrahydro-5H-benzo[a]cyclohepten-7-yl)ethoxy]benzoate), [H-].[Al+3].[Li+].[H-].[H-].[H-] (lithium aluminum hydride). The solvent is C1CCOC1 (THF), C(C)OCC (diethyl ether), O (water). Conditions: time 15 minute. Product: COC1=C(C(=C(C2=C1CCC(CC2)CCOC2=CC=C(C=C2)CO)OC)OC)OC (4-[2-(1,2,3,4-Tetramethoxy-6,7,8,9-tetrahydro-5H-benzo[a]cyclohepten-7-yl)ethoxy]phenylmethanol). Isolated yield 63.7%. RXN SMILES: [H-].[Al+3].[Li+].[H-].[H-].[H-].[CH3:7][O:8][C:9]1[C:14]2[CH2:15][CH2:16][CH:17]([CH2:20][CH2:21][O:22][C:23]3[CH:33]=[CH:32][C:26]([C:27](OCC)=[O:28])=[CH:25][CH:24]=3)[CH2:18][CH2:19][C:13]=2[C:12]([O:34][CH3:35])=[C:11]([O:36][CH3:37])[C:10]=1[O:38][CH3:39].Cl>C(OCC)C.C1COCC1.O>[CH3:35][O:34][C:12]1[C:13]2[CH2:19][CH2:18][CH:17]([CH2:20][CH2:21][O:22][C:23]3[CH:24]=[CH:25][C:26]([CH2:27][OH:28])=[CH:32][CH:33]=3)[CH2:16][CH2:15][C:14]=2[C:9]([O:8][CH3:7])=[C:10]([O:38][CH3:39])[C:11]=1[O:36][CH3:37] |f:0.1.2.3.4.5|. Reported procedure: To a suspension of lithium aluminum hydride (91.8 mg) in diethyl ether (10 ml) was dropwise added a solution of ethyl 4-[2-(1,2,3,4-tetramethoxy-6,7,8,9-tetrahydro-5H-benzo[a]cyclohepten-7-yl)ethoxy]benzoate (553 mg) in THF (10 ml) with cooling with ice. After stirring was continued for 15 min, 10% hydrochloric acid was added to the reaction mixture, which was diluted with water and extracted with ethyl acetate. The organic layer was washed with water and saturated aqueous sodium chloride and dr...